Dataset: the Open Reaction Database (ORD), a public repository of structured organic reaction records. Task: describe an organic reaction: reactants, conditions, products, and yield Reactants: [Al+3], CCS, COC(=O)C1(c2ccc3ocnc3c2)CC1, [Cl-], [Cl-], [Cl-], O. Yields the product O=C(O)C1(c2ccc3ocnc3c2)CC1. Reaction SMILES: [Al+3:18].[CH2:22]([SH:23])[CH3:24].[CH3:1][O:2][C:3](=[O:4])[C:5]1([c:8]2[cH:9][cH:10][c:11]3[c:12]([n:13][cH:14][o:15]3)[cH:16]2)[CH2:6][CH2:7]1.[Cl-:17].[Cl-:19].[Cl-:20].[OH2:21]>>[O:2]=[C:3]([OH:4])[C:5]1([c:8]2[cH:9][cH:10][c:11]3[c:12]([n:13][cH:14][o:15]3)[cH:16]2)[CH2:6][CH2:7]1. Starting materials: CCO, CCOC(=O)C(=O)NC1CCCCCCC1, NC1CCCCCCC1, ClC(Cl)Cl, [Na]. Yields the product O=C(O)C(=O)NC1CCCCCCC1. As a reaction SMILES: [CH3:31][CH2:32][OH:33].[CH:10]1([NH:18][C:19]([C:20](=[O:21])[O:22][CH2:23][CH3:24])=[O:25])[CH2:11][CH2:12][CH2:13][CH2:14][CH2:15][CH2:16][CH2:17]1.[CH:1]1([NH2:2])[CH2:3][CH2:4][CH2:5][CH2:6][CH2:7][CH2:8][CH2:9]1.[CH:27]([Cl:28])([Cl:29])[Cl:30].[Na:26]>>[CH:10]1([NH:18][C:19]([C:20](=[O:21])[OH:22])=[O:25])[CH2:11][CH2:12][CH2:13][CH2:14][CH2:15][CH2:16][CH2:17]1. The reactants are C(C1=CC=CC=C1)OC1=NC=CC2=CC(=C(C=C12)Cl)F (1-Benzyloxy-7-chloro-6-fluoro-isoquinoline), C(C1=CC=CC=C1)OC1=NC=CC2=CC(=C(C=C12)Cl)OC1CC(C1)N (3-(1-Benzyloxy-7-chloro-isoquinolin-6-yloxy)-cyclobutylamine), [H-].[Na+] (sodium hydride), NC1CCCC(CCC1)O (5-Amino-cyclooctanol). Product: C(C1=CC=CC=C1)OC1=NC=CC2=CC(=C(C=C12)Cl)OC1CCCC(CCC1)N (5-(1-Benzyloxy-7-chloro-isoquinolin-6-yloxy)-cyclooctylamine). The yield is 30.6%. As a reaction SMILES: [CH2:1]([O:8][C:9]1[C:18]2[C:13](=[CH:14][C:15](F)=[C:16]([Cl:19])[CH:17]=2)[CH:12]=[CH:11][N:10]=1)[C:2]1[CH:7]=[CH:6][CH:5]=[CH:4][CH:3]=1.[H-].[Na+].[NH2:23][CH:24]1[CH2:31][CH2:30][CH2:29][CH:28]([OH:32])[CH2:27][CH2:26][CH2:25]1.C(OC1C2C(=CC(OC3CC(N)C3)=C(Cl)C=2)C=CN=1)C1C=CC=CC=1>>[CH2:1]([O:8][C:9]1[C:18]2[C:13](=[CH:14][C:15]([O:32][CH:28]3[CH2:29][CH2:30][CH2:31][CH:24]([NH2:23])[CH2:25][CH2:26][CH2:27]3)=[C:16]([Cl:19])[CH:17]=2)[CH:12]=[CH:11][N:10]=1)[C:2]1[CH:7]=[CH:6][CH:5]=[CH:4][CH:3]=1 |f:1.2|. Procedure details: 1.3 g of the title compound were synthesized starting from 0.8 g (2.78 mmol) of 1-benzyloxy-7-chloro-6-fluoro-isoquinoline (11), 417 mg (14.4 mmol) of sodium hydride (60%), and 0.63 g (3.5 mmol) of 5-amino-cyclooctanol (60), following the protocol described for 3-(1-benzyloxy-7-chloro-isoquinolin-6-yloxy)-cyclobutylamine (51). Purification by silica gel chromatography (dichloromethane methanol:aq. ammonia—100:7:0.75) gave 0.35 g of the desired product as a mixture of diastereoisomers. Rt=1.41 mi...